This data is from the Open Reaction Database (ORD), a public repository of structured organic reaction records. The task is: describe an organic reaction: reactants, conditions, products, and yield Starting materials: ClCCC1=C(N=C2N(C1=O)C(=CS2)C)C (6-(2-chloroethyl)-3,7-dimethyl-5H-thiazolo[3,2-a]pyrimidin-5-one), Cl.FC1=CC=C(C=C1)C(=O)C1CCNCC1 ((4-fluorophenyl) (4-piperidinyl)methanone hydrochloride), C([O-])([O-])=O.[Na+].[Na+] (sodium carbonate), [I-].[K+] (potassium iodide). Solvent: CC(CC(C)=O)C (4-methyl-2-pentanone), O (water). The product is FC1=CC=C(C(=O)C2CCN(CC2)CCC2=C(N=C3N(C2=O)C(=CS3)C)C)C=C1 (6-[2-[4-(4-fluorobenzoyl)-1-piperidinyl]ethyl]-3,7-dimethyl-5H-thiazolo[3,2-a]pyrimidin-5-one). As a reaction SMILES: Cl[CH2:2][CH2:3][C:4]1[C:9](=[O:10])[N:8]2[C:11]([CH3:14])=[CH:12][S:13][C:7]2=[N:6][C:5]=1[CH3:15].Cl.[F:17][C:18]1[CH:23]=[CH:22][C:21]([C:24]([CH:26]2[CH2:31][CH2:30][NH:29][CH2:28][CH2:27]2)=[O:25])=[CH:20][CH:19]=1.C(=O)([O-])[O-].[Na+].[Na+].[I-].[K+]>O.CC(C)CC(=O)C>[F:17][C:18]1[CH:19]=[CH:20][C:21]([C:24]([CH:26]2[CH2:31][CH2:30][N:29]([CH2:2][CH2:3][C:4]3[C:9](=[O:10])[N:8]4[C:11]([CH3:14])=[CH:12][S:13][C:7]4=[N:6][C:5]=3[CH3:15])[CH2:28][CH2:27]2)=[O:25])=[CH:22][CH:23]=1 |f:1.2,3.4.5,6.7|. Procedure details: A mixture of 3.75 parts of 6-(2-chloroethyl)-3,7-dimethyl-5H-thiazolo[3,2-a]pyrimidin-5-one, 3.6 parts of (4-fluorophenyl) (4-piperidinyl)methanone hydrochloride, 12 parts of sodium carbonate, 0.1 parts of potassium iodide and 200 parts of 4-methyl-2-pentanone was stirred and refluxed for 22 hours using a water-separator. The reaction mixture was filtered hot over Hyflo and the filtrate was evaporated. The residue was purified by column-chromatography over silica gel using a mixture of trichloro... Starting materials: C[C@@]1(NC=2N(C(C=C(N2)N2CCOCC2)=O)C1)C(F)(F)F ((2S)-2-methyl-7-(morpholin-4-yl)-2-(trifluoromethyl)-2,3-dihydroimidazo[1,2-a]pyrimidin-5(1H)-one), BrCCC1=CC(=CC=C1)OC (1-(2-bromoethyl)-3-methoxybenzene), C([O-])([O-])=O.[Cs+].[Cs+] (caesium carbonate). Yields the product COC=1C=C(C=CC1)CCN1[C@@](CN2C1=NC(=CC2=O)N2CCOCC2)(C(F)(F)F)C ((2S)-1-[2-(3-Methoxyphenyl)ethyl]-2-methyl-7-(morpholin-4-yl)-2-(trifluoromethyl)-2,3-dihydroimidazo[1,2-a]pyrimidin-5(1H)-one). Reaction SMILES: [CH3:1][C@@:2]1([C:18]([F:21])([F:20])[F:19])[CH2:17][N:5]2[C:6](=[O:16])[CH:7]=[C:8]([N:10]3[CH2:15][CH2:14][O:13][CH2:12][CH2:11]3)[N:9]=[C:4]2[NH:3]1.Br[CH2:23][CH2:24][C:25]1[CH:30]=[CH:29][CH:28]=[C:27]([O:31][CH3:32])[CH:26]=1.C(=O)([O-])[O-].[Cs+].[Cs+]>>[CH3:32][O:31][C:27]1[CH:26]=[C:25]([CH2:24][CH2:23][N:3]2[C:4]3=[N:9][C:8]([N:10]4[CH2:11][CH2:12][O:13][CH2:14][CH2:15]4)=[CH:7][C:6](=[O:16])[N:5]3[CH2:17][C@@:2]2([CH3:1])[C:18]([F:21])([F:19])[F:20])[CH:30]=[CH:29][CH:28]=1 |f:2.3.4|. Procedure details: The product is prepared according to the procedure described in stage k of Example 1, using 100 mg of (2S)-2-methyl-7-(morpholin-4-yl)-2-(trifluoromethyl)-2,3-dihydroimidazo[1,2-a]pyrimidin-5(1H)-one (Example 1j) and 85 mg of 1-(2-bromoethyl)-3-methoxybenzene, replacing the sodium hydride with 214 mg of caesium carbonate. After purification by preparative HPLC/MS (method C), 65 mg of (2S)-1-[2-(3-methoxyphenyl)ethyl]-2-methyl-7-(morpholin-4-yl)-2-(trifluoromethyl)-2,3-dihydroimidazo[1,2-a]pyrimi... The reactants are [N+](=[N-])=CC(=O)OCC (ethyl diazoacetate), O(C1=CC=CC=C1)CCO (2-phenoxyethan-1-ol). Reagents/catalysts: CC(=O)O.CC(=O)O.CC(=O)O.CC(=O)O.[Rh].[Rh] (rhodium (II) acetate dimer). The solvent is CCCCCCC (heptane), ClCCl (dichloromethane). Reaction conditions: time 8 hour. Product: C(C)OC(COCCOC1=CC=CC=C1)=O ((2-Phenoxy)ethoxyacetic acid ethyl ester). Isolated yield 82.8%. As a reaction SMILES: [O:1]([CH2:8][CH2:9][OH:10])[C:2]1[CH:7]=[CH:6][CH:5]=[CH:4][CH:3]=1.[N+](=[CH:13][C:14]([O:16][CH2:17][CH3:18])=[O:15])=[N-]>ClCCl.CCCCCCC.CC(O)=O.CC(O)=O.CC(O)=O.CC(O)=O.[Rh].[Rh]>[CH2:17]([O:16][C:14](=[O:15])[CH2:13][O:10][CH2:9][CH2:8][O:1][C:2]1[CH:7]=[CH:6][CH:5]=[CH:4][CH:3]=1)[CH3:18] |f:4.5.6.7.8.9|. Procedure details: To a solution of 2-phenoxyethan-1-ol (1.5 mL, 12.7 mmol) in dichloromethane (50 mL) is added rhodium (II) acetate dimer (10 mg) followed by ethyl diazoacetate (1.1 mL, 10.5 mmol). The reaction mixture is stirred at rt overnight. The reaction mixture is diluted with heptane, and filtered. The filtrate is evaporated, and the residue vacuum distilled to give 1.95 g of the product 440. 1H NMR (CDCl3) δ 7.40-7.25 (m, 2 H), 7.10-6.90 (m, 3 H), 4.30-4.15 (m, 5 H), 4.15-4.05 (m, 1 H), 4.05-3.90 (s, 2 H)... Reactants: [Cr](=O)(=O)(O)O (chromic acid), BrCC (bromoethane), C1CCOC1 (THF), [Mg] (magnesium), C1CCOC1 (THF), O1CCCC1 (tetrahydrofuran), [Cl-].[NH4+] (ammonium chloride), [Cl-].[NH4+] (ammonium chloride), S(=O)(=O)([O-])[O-].[Mg+2] (magnesium sulphate), resultant mixture, C(C1=CC=C(C=O)C=C1)=O (terephthalaldehyde), C1CCOC1 (THF), resultant mixture, C1CCOC1 (THF), [Mg] (magnesium). Reagents/catalysts: BrCC (bromoethane). Solvent: C(C)(=O)O (acetic acid), CC(=O)C (acetone), CCOCC (ether), O (Water), C(C)O (ethanol). Conditions: time 2 day. The product is C(CC)(=O)C1=CC=C(C=C1)C(CC)=O (1,4-dipropionylbenzene). As a reaction SMILES: [Mg].Br[CH2:3][CH3:4].[CH:5](=[O:14])[C:6]1[CH:13]=[CH:12][C:9]([CH:10]=[O:11])=[CH:8][CH:7]=1.[Cl-].[NH4+].S([O-])([O-])(=O)=O.[Mg+2].[Cr](O)(O)(=O)=O.[CH2:28]1COC[CH2:29]1>BrCC.C(O)(=O)C.CC(C)=O.CCOCC.O.C(O)C>[C:10]([C:9]1[CH:12]=[CH:13][C:6]([C:5](=[O:14])[CH2:3][CH3:4])=[CH:7][CH:8]=1)(=[O:11])[CH2:28][CH3:29] |f:3.4,5.6|. Procedure details: To initiate reaction several magnesium turnings and one drop of bromoethane were added to a mixture of magnesium powder (7.5 g) in a dry tetrahydrofuran, THF, (20 ml). Steady reflux was maintained by the portionwise addition of a solution of bromoethane (23 ml) in dry THF (50 ml). The solution was stirred under reflux for one hour, treated with a saturated solution of terephthalaldehyde (13.4 g) in THF, the resultant mixture was diluted with THF (100 ml) and stirred under reflux for 1/2 hour. Th... The reactants are ClC1=NC=CC(=C1)[N+](=O)[O-] (2-chloro-4-nitropyridine), C(C)N1CCNCC1 (1-ethyl-piperazine), C(C)(C)N(C(C)C)CC (N,N-diisopropylethylamine). Run in CN(C)C=O (DMF), O (water). Conditions: temperature 100 celsius. Yields the product C(C)N1CCN(CC1)C1=NC=CC(=C1)[N+](=O)[O-] (Ethyl-4-(4-nitro-pyridin-2-yl)-piperazine). Isolated yield 66.1%. RXN SMILES: Cl[C:2]1[CH:7]=[C:6]([N+:8]([O-:10])=[O:9])[CH:5]=[CH:4][N:3]=1.[CH2:11]([N:13]1[CH2:18][CH2:17][NH:16][CH2:15][CH2:14]1)[CH3:12].C(N(CC)C(C)C)(C)C>CN(C=O)C.O>[CH2:11]([N:13]1[CH2:18][CH2:17][N:16]([C:2]2[CH:7]=[C:6]([N+:8]([O-:10])=[O:9])[CH:5]=[CH:4][N:3]=2)[CH2:15][CH2:14]1)[CH3:12]. Procedure details: A mixture of 2 g (13 mmol) 2-chloro-4-nitropyridine, 1.73 g (15 mmol) 1-ethyl-piperazine and 0.81 g (6 mmol) N,N-diisopropylethylamine (DIPEA) in 19 ml DMF and 20 ml water was heated to 100° C. for 24 h. The precipitate was filtered off and washed three times with 4 ml of water and dried for 24 h under vacuum to yield 2.03 g (68%) of the title compound as yellow oil (m/e): 236.7 (MH+; 100%). Starting materials: C1CCNC1, COc1cc2c(cc1OCC1CO1)CCC2=O, CCOC(C)=O, COCCOC. Product: COc1cc2c(cc1OCC(O)CN1CCCC1)CCC2=O. RXN SMILES: [CH2:18]1[CH2:19][CH2:20][NH:21][CH2:22]1.[CH3:1][O:2][c:3]1[c:4]([O:13][CH2:14][CH:15]2[O:16][CH2:17]2)[cH:5][c:6]2[c:10]([cH:11]1)[C:9](=[O:12])[CH2:8][CH2:7]2.[CH3:23][CH2:24][O:25][C:26](=[O:27])[CH3:28].[CH3:29][O:30][CH2:31][CH2:32][O:33][CH3:34]>>[CH3:1][O:2][c:3]1[c:4]([O:13][CH2:14][CH:15]([OH:16])[CH2:17][N:21]2[CH2:20][CH2:19][CH2:18][CH2:22]2)[cH:5][c:6]2[c:10]([cH:11]1)[C:9](=[O:12])[CH2:8][CH2:7]2. The reactants are solid, BrC1=CC(=CC=2C(=C3N(C12)CCCNC3=O)C)C#N (7-bromo-11-methyl-1-oxo-2,3,4,5-tetrahydro-[1,4]diazepino[1,2-a]indole-9-carbonitrile), BrC1=CC(=CC=2C(=C3N(C12)CCCNC3=O)C)C#N (7-bromo-11-methyl-1-oxo-2,3,4,5-tetrahydro-[1,4]diazepino[1,2-a]indole-9-carbonitrile), CC1(OB(OC1(C)C)C=1C=CC(=NC1)N)C (5-(4,4,5,5-tetramethyl-1,3,2-dioxaborolan-2-yl)-pyridin-2-amine). The product is NC1=CC=C(C=N1)C1=CC(=CC=2C(=C3N(C12)CCCNC3=O)C)C#N (7-(6-Aminopyridin-3-yl)-11-methyl-1-oxo-2,3,4,5-tetrahydro-[1,4]diazepino[1,2-a]indole-9-carbonitrile). Reaction SMILES: Br[C:2]1[C:10]2[N:9]3[CH2:11][CH2:12][CH2:13][NH:14][C:15](=[O:16])[C:8]3=[C:7]([CH3:17])[C:6]=2[CH:5]=[C:4]([C:18]#[N:19])[CH:3]=1.CC1(C)C(C)(C)OB([C:28]2[CH:29]=[CH:30][C:31]([NH2:34])=[N:32][CH:33]=2)O1>>[NH2:34][C:31]1[N:32]=[CH:33][C:28]([C:2]2[C:10]3[N:9]4[CH2:11][CH2:12][CH2:13][NH:14][C:15](=[O:16])[C:8]4=[C:7]([CH3:17])[C:6]=3[CH:5]=[C:4]([C:18]#[N:19])[CH:3]=2)=[CH:29][CH:30]=1. Reported procedure: The title compound, off-white solid (28 mg, 34%), MS (ISP) m/z=332.4 [(M+H)+], mp 306° C., was prepared in accordance with the general method of example 1 from 7-bromo-11-methyl-1-oxo-2,3,4,5-tetrahydro-[1,4]diazepino[1,2-a]indole-9-carbonitrile (intermediate 17) (79.5 mg, 0.25 mmol) and commercially available 5-(4,4,5,5-tetramethyl-1,3,2-dioxaborolan-2-yl)-pyridin-2-amine (71.5 mg, 0.325 mmol).